From a dataset of the Open Reaction Database (ORD), a public repository of structured organic reaction records. describe an organic reaction: reactants, conditions, products, and yield Reactants: C(C(C)C)#N (isobutyronitrile), [Li+].CC(C)[N-]C(C)C (LDA), BrCC1CC1 (bromomethyl cyclopropane). Solvent: C1CCOC1 (THF). Reaction conditions: temperature -78 celsius, time 2 hour. The product is C1(CC1)CC(C#N)(C)C (3-cyclopropyl-2,2-dimethylpropionitrile). RXN SMILES: [C:1](#[N:5])[CH:2]([CH3:4])[CH3:3].[Li+].CC([N-]C(C)C)C.Br[CH2:15][CH:16]1[CH2:18][CH2:17]1>C1COCC1>[CH:18]1([CH2:17][C:2]([CH3:4])([CH3:3])[C:1]#[N:5])[CH2:16][CH2:15]1 |f:1.2|. Reported procedure: To a solution of isobutyronitrile (29 mmol) in THF (60 mL) is added LDA (2 M in THF, 35 mmol) at −78° C. After stirring at −78° C. for 2 h, to this solution is added bromomethyl cyclopropane (32 mmol) at −78° C. The mixture is stirred at room temperature for 13 h, and then the reaction is quenched by the addition of aq. NH4Cl. The mixture is extracted with ether, and the combined organic extracts are washed with H2O and brine. The organic layer is dried over MgSO4, filtered, and concentrated in ... The reactants are Cl.COC([C@H](N)CC1=CNC2=CC=CC=C12)=O (D-tryptophan methyl ester hydrochloride), resultant mixture, C1=CC2=C(C=C1C=O)OCO2 (piperonal), ClCCl (dichloromethane). Run in S1(=O)(=O)CCCC1 (sulfolane). Conditions: time 14 hour. The product is Cl.COC(=O)[C@H]1N[C@H](C=2NC3=CC=CC=C3C2C1)C1=CC2=C(OCO2)C=C1 (cis 1-benzo[1,3]dioxol-5-yl-2,3,4,9-tetrahydro-1H-beta-carboline-3-carboxylic acid methyl ester hydrochloride). As a reaction SMILES: Cl.[CH3:2][O:3][C:4](=[O:17])[C@@H:5]([CH2:7][C:8]1[C:16]2[C:11](=[CH:12][CH:13]=[CH:14][CH:15]=2)[NH:10][CH:9]=1)[NH2:6].[CH:18]1[C:23]([CH:24]=O)=[CH:22][C:21]2[O:26][CH2:27][O:28][C:20]=2[CH:19]=1.[Cl:29]CCl>S1(CCCC1)(=O)=O>[ClH:29].[CH3:2][O:3][C:4]([C@@H:5]1[CH2:7][C:8]2[C:16]3[C:11](=[CH:12][CH:13]=[CH:14][CH:15]=3)[NH:10][C:9]=2[C@H:24]([C:23]2[CH:18]=[CH:19][C:20]3[O:28][CH2:27][O:26][C:21]=3[CH:22]=2)[NH:6]1)=[O:17] |f:0.1,5.6|. Reported procedure: D-tryptophan methyl ester hydrochloride of Step 1 (100 g) and piperonal (65 g) were suspended in sulfolane (500 mL) at 25° C. to 30° C. The reaction mixture was heated to 80° C. to 85° C., stirred for 14 hours, and then cooled to 25° C. to 30° C. To the cooled mixture, dichloromethane (500 mL) was added and the resultant mixture was stirred continuously for 1 hour. The solid obtained was filtered, washed with dichloromethane (500 mL), and dried in air at 40° C. to 45° C. to afford cis 1-benzo[1,... Reactants: solid, Cl.Cl.O1CCC2=C1C=CC=C2C2CCN(CC2)CC[C@@H]2CC[C@H](CC2)N (trans-4-{2-[4-(2,3-dihydro-benzofuran-4-yl)-piperidin-1-yl]-ethyl}-cyclohexylamine dihydrochloride), Cl.Cl.O1CCC2=C1C=CC=C2C2CCN(CC2)CC[C@@H]2CC[C@H](CC2)N (trans-4-{2-[4-(2,3-dihydro-benzofuran-4-yl)-piperidin-1-yl]-ethyl}-cyclohexylamine dihydrochloride), CC(C(=O)O)(C)C (2,2-dimethyl-propionic acid). Yields the product O1CCC2=C1C=CC=C2C2CCN(CC2)CC[C@@H]2CC[C@H](CC2)NC(C(C)(C)C)=O (trans-N-(4-{2-[4-(2,3-Dihydro-benzofuran-4-yl)-piperidin-1-yl]ethyl}-cyclohexyl)-2,2-dimethyl-propionamide). RXN SMILES: Cl.Cl.[O:3]1[C:7]2[CH:8]=[CH:9][CH:10]=[C:11]([CH:12]3[CH2:17][CH2:16][N:15]([CH2:18][CH2:19][C@H:20]4[CH2:25][CH2:24][C@H:23]([NH2:26])[CH2:22][CH2:21]4)[CH2:14][CH2:13]3)[C:6]=2[CH2:5][CH2:4]1.[CH3:27][C:28]([CH3:33])([CH3:32])[C:29](O)=[O:30]>>[O:3]1[C:7]2[CH:8]=[CH:9][CH:10]=[C:11]([CH:12]3[CH2:17][CH2:16][N:15]([CH2:18][CH2:19][C@H:20]4[CH2:21][CH2:22][C@H:23]([NH:26][C:29](=[O:30])[C:28]([CH3:33])([CH3:32])[CH3:27])[CH2:24][CH2:25]4)[CH2:14][CH2:13]3)[C:6]=2[CH2:5][CH2:4]1 |f:0.1.2|. Procedure: The title compound, off-white solid (89 mg, 87%), MS (ISP) m/z=413.5 [(M+H)+], mp 192° C., was prepared in accordance with the general method of example 1 from trans-4-{2-[4-(2,3-dihydro-benzofuran-4-yl)-piperidin-1-yl]-ethyl}-cyclohexylamine dihydro chloride (intermediate B) (100 mg, 0.25 mmol) and 2,2-dimethyl-propionic acid. Reactants: CC(c1ccccc1)C(C(=O)Nc1ccc(Br)cc1Cl)N1C(=O)NC(c2ccc(OCCOC(C)(C)C)cc2)C1=O, CC#N, C[Si](C)(C)Cl, CCOC(C)=O, ClCCl, [I-], [Na+]. Yields the product CC(c1ccccc1)C(C(=O)Nc1ccc(Br)cc1Cl)N1C(=O)NC(c2ccc(OCCO)cc2)C1=O. RXN SMILES: [Br:1][c:2]1[cH:3][c:4]([Cl:41])[c:5]([NH:8][C:9]([CH:10]([CH:11]([CH3:12])[c:13]2[cH:14][cH:15][cH:16][cH:17][cH:18]2)[N:19]2[C:20](=[O:39])[NH:21][CH:22]([c:25]3[cH:26][cH:27][c:28]([O:31][CH2:32][CH2:33][O:34][C:35]([CH3:36])([CH3:37])[CH3:38])[cH:29][cH:30]3)[C:23]2=[O:24])=[O:40])[cH:6][cH:7]1.[CH3:42][C:43]#[N:44].[CH3:45][Si:46]([Cl:47])([CH3:48])[CH3:49].[CH3:55][CH2:56][O:57][C:58](=[O:59])[CH3:60].[Cl:52][CH2:53][Cl:54].[I-:51].[Na+:50]>>[Br:1][c:2]1[cH:3][c:4]([Cl:41])[c:5]([NH:8][C:9]([CH:10]([CH:11]([CH3:12])[c:13]2[cH:14][cH:15][cH:16][cH:17][cH:18]2)[N:19]2[C:20](=[O:39])[NH:21][CH:22]([c:25]3[cH:26][cH:27][c:28]([O:31][CH2:32][CH2:33][OH:34])[cH:29][cH:30]3)[C:23]2=[O:24])=[O:40])[cH:6][cH:7]1. Starting materials: O=C([O-])O, ClCCCCOc1ccccc1, [Na+], CCC(C(=O)O)c1ccccc1. Product: CCC(C(=O)c1ccc(OCCCCCl)cc1)c1ccccc1. RXN SMILES: [C:25](=[O:26])([OH:27])[O-:28].[Cl:13][CH2:14][CH2:15][CH2:16][CH2:17][O:18][c:19]1[cH:20][cH:21][cH:22][cH:23][cH:24]1.[Na+:29].[c:1]1([CH:7]([C:8](=[O:9])[OH:10])[CH2:11][CH3:12])[cH:2][cH:3][cH:4][cH:5][cH:6]1>>[c:1]1([CH:7]([C:8](=[O:10])[c:22]2[cH:21][cH:20][c:19]([O:18][CH2:17][CH2:16][CH2:15][CH2:14][Cl:13])[cH:24][cH:23]2)[CH2:11][CH3:12])[cH:2][cH:3][cH:4][cH:5][cH:6]1. The product is CCCSc1c(C(=O)O)cnn1Cc1ccc(C(=O)OC)cc1. Starting materials: CCCSc1c(C(=O)OC(C)(C)C)cnn1Cc1ccc(C(=O)OC)cc1, ClCCl, O=C(O)C(F)(F)F. Reaction SMILES: [C:8]([CH3:9])([CH3:10])([CH3:11])[O:12][C:13](=[O:14])[c:15]1[cH:16][n:17][n:18]([CH2:24][c:25]2[cH:26][cH:27][c:28]([C:31](=[O:32])[O:33][CH3:34])[cH:29][cH:30]2)[c:19]1[S:20][CH2:21][CH2:22][CH3:23].[Cl:35][CH2:36][Cl:37].[F:1][C:2]([F:3])([F:4])[C:5]([OH:6])=[O:7]>>[O:12]=[C:13]([OH:14])[c:15]1[cH:16][n:17][n:18]([CH2:24][c:25]2[cH:26][cH:27][c:28]([C:31](=[O:32])[O:33][CH3:34])[cH:29][cH:30]2)[c:19]1[S:20][CH2:21][CH2:22][CH3:23].